From a dataset of the Open Reaction Database (ORD), a public repository of structured organic reaction records. describe an organic reaction: reactants, conditions, products, and yield Reactants: HCl ice, CC(C(=O)N1C=C(C2=CC=CC=C12)C=1C(NC(C1C1=CN(C2=CC(=CC=C12)[N+](=O)[O-])C)=O)=O)(C)C (3-[1-(2,2-dimethyl-propionyl)-1H-indol-3-yl]-4-(1-methyl-6-nitro-1H-indol-3-yl)-pyrrole-2,5-dione), solution, O([Na])C (NaOCH3). Solvent: CO (methanol), CO (methanol). Run at time 1 hour. Product: N1C=C(C2=CC=CC=C12)C=1C(NC(C1C1=CN(C2=CC(=CC=C12)[N+](=O)[O-])C)=O)=O (3-(1H-Indol-3-yl)-4-(1-methyl-6-nitro-1H-indol-3-yl)-pyrrole-2,5-dione). RXN SMILES: CC(C)(C)C([N:5]1[C:13]2[C:8](=[CH:9][CH:10]=[CH:11][CH:12]=2)[C:7]([C:14]2[C:15](=[O:33])[NH:16][C:17](=[O:32])[C:18]=2[C:19]2[C:27]3[C:22](=[CH:23][C:24]([N+:28]([O-:30])=[O:29])=[CH:25][CH:26]=3)[N:21]([CH3:31])[CH:20]=2)=[CH:6]1)=O.O(C)[Na]>CO>[NH:5]1[C:13]2[C:8](=[CH:9][CH:10]=[CH:11][CH:12]=2)[C:7]([C:14]2[C:15](=[O:33])[NH:16][C:17](=[O:32])[C:18]=2[C:19]2[C:27]3[C:22](=[CH:23][C:24]([N+:28]([O-:30])=[O:29])=[CH:25][CH:26]=3)[N:21]([CH3:31])[CH:20]=2)=[CH:6]1. Procedure: 1.7 g (3.61 mmol) of 3-[1-(2,2-dimethyl-propionyl)-1H-indol-3-yl]-4-(1-methyl-6-nitro-1H-indol-3-yl)-pyrrole-2,5-dione (4) from Step E above in 60 ml of methanol was treated with 5.6 ml (8.96 mmol) of a 1.6 molar solution of NaOCH3 in methanol. The reaction was stirred at room temperature for 1 hour, poured in 2N-HCl/ice and extracted with ethyl acetate. The organic extracts were dried on anhydrous MgSO4 and concentrated to yield, after chromatographic purification, 394.7 mg (28%) of 3-(1H-indol... Starting materials: [Al+3], C=C1CC(C(=O)O)C(c2ccccc2)C1, C1CCOC1, [H-], [H-], [H-], [H-], [Li+]. The product is C=C1CC(CO)C(c2ccccc2)C1. Reaction SMILES: [Al+3:17].[CH2:1]=[C:2]1[CH2:3][CH:4]([c:10]2[cH:11][cH:12][cH:13][cH:14][cH:15]2)[CH:5]([C:7](=[O:8])[OH:9])[CH2:6]1.[CH2:22]1[O:23][CH2:24][CH2:25][CH2:26]1.[H-:16].[H-:19].[H-:20].[H-:21].[Li+:18]>>[CH2:1]=[C:2]1[CH2:3][CH:4]([c:10]2[cH:11][cH:12][cH:13][cH:14][cH:15]2)[CH:5]([CH2:7][OH:8])[CH2:6]1.